This data is from the Open Reaction Database (ORD), a public repository of structured organic reaction records. The task is: describe an organic reaction: reactants, conditions, products, and yield Starting materials: [OH-].[K+] (potassium hydroxide), C(F)(F)(F)OC(F)(F)C(F)(F)C(F)(F)OC(F)(F)C(=O)OC (CF3OCF2CF2CF2OCF2C(O)OCH3), N(C)CC(=O)O (sarcosine). The solvent is C(C)(C)O (Isopropanol). Reaction conditions: temperature 60 celsius. Product: C(F)(F)(F)OC(F)(F)C(F)(F)C(F)(F)OC(F)(F)C(=O)N(C)CC(=O)[O-].[K+] (CF3OCF2CF2CF2OCF2C(O)N(CH3)CH2C(O)O—K+). As a reaction SMILES: [C:1]([O:5][C:6]([C:9]([C:12]([O:15][C:16]([C:19](OC)=[O:20])([F:18])[F:17])([F:14])[F:13])([F:11])[F:10])([F:8])[F:7])([F:4])([F:3])[F:2].[NH:23]([CH2:25][C:26]([OH:28])=[O:27])[CH3:24].[OH-].[K+:30]>C(O)(C)C>[C:1]([O:5][C:6]([C:9]([C:12]([O:15][C:16]([C:19]([N:23]([CH2:25][C:26]([O-:28])=[O:27])[CH3:24])=[O:20])([F:18])[F:17])([F:14])[F:13])([F:10])[F:11])([F:7])[F:8])([F:3])([F:4])[F:2].[K+:30] |f:2.3,5.6|. Procedure: In a three-necked 100-mL flask fitted with a stirrer, thermometer, and condenser were placed 18 grams (0.05 mole) of CF3OCF2CF2CF2OCF2C(O)OCH3, prepared in Example 1, Part A, and dry sarcosine (4.5 grams, 0.05 mole). The reaction mixture was heated under nitrogen at 60° C. using a heating mantle for 48 hours and then cooled to about 30° C. Isopropanol (23 grams) and potassium hydroxide (2.8 grams, 0.05 mole) were added to provide a solution of CF3OCF2CF2CF2OCF2C(O)N(CH3)CH2C(O)O—K+. Reactants: COC1=CC=C(C=C1)O (4-methoxy-phenol), C(C)OC(C#CC)=O (ethyl-2-butynoate), N12CCCCCC2=NCCC1 (1,8-diazabicyclo[5.4.0]undec-7-ene). Run in O1CCCC1 (tetrahydrofuran). Reaction conditions: temperature 130 celsius, time 8 hour. Product: C(C)OC(C=C(C)OC1=CC=C(C=C1)OC)=O (3-(4-methoxy-phenoxy)-but-2-enoic acid ethyl ester). Yield: 47.0%. RXN SMILES: [CH3:1][O:2][C:3]1[CH:8]=[CH:7][C:6]([OH:9])=[CH:5][CH:4]=1.[CH2:10]([O:12][C:13](=[O:17])[C:14]#[C:15][CH3:16])[CH3:11].N12CCCN=C1CCCCC2>O1CCCC1>[CH2:10]([O:12][C:13](=[O:17])[CH:14]=[C:15]([O:9][C:6]1[CH:7]=[CH:8][C:3]([O:2][CH3:1])=[CH:4][CH:5]=1)[CH3:16])[CH3:11]. Procedure details: A mixture of 4-methoxy-phenol (1.10 g, 8.91 mmol) and ethyl-2-butynoate (2.0 g, 17.8 mmol) in tetrahydrofuran (13.7 mL) was treated with 1,8-diazabicyclo[5.4.0]undec-7-ene (1.33 mL, 8.91 mmol). The reaction was then heated at 130° C. for 1.5 h. At this time, the reaction was cooled to 25° C. and was stirred at 25° C. overnight. At this time, the reaction was concentrated in vacuo. The residue was dissolved in dichloromethane (40 mL) and was washed with a 2N aqueous hydrochloric acid solution (1×...